This data is from the Open Reaction Database (ORD), a public repository of structured organic reaction records. The task is: describe an organic reaction: reactants, conditions, products, and yield Reactants: CC(=O)C1=C(C=CC(=C1)Cl)Cl (2,5-dichloroacetophenone), COC(C)(N(C)C)OC (N,N-dimethylacetamide dimethyl acetal). Product: ClC1=C(C=C(C=C1)Cl)C(C=C(C)N(C)C)=O (1-(2,5-dichlorophenyl)-3-(dimethylamino)-2-buten-1-one). RXN SMILES: [CH3:1][C:2]([C:4]1[CH:9]=[C:8]([Cl:10])[CH:7]=[CH:6][C:5]=1[Cl:11])=[O:3].CO[C:14](OC)([N:16]([CH3:18])[CH3:17])[CH3:15]>>[Cl:11][C:5]1[CH:6]=[CH:7][C:8]([Cl:10])=[CH:9][C:4]=1[C:2](=[O:3])[CH:1]=[C:14]([N:16]([CH3:18])[CH3:17])[CH3:15]. Reported procedure: A mixture of 50.0 g of 2,5-dichloroacetophenone and 50 ml of N,N-dimethylacetamide dimethyl acetal was stirred and heated at reflux for 121/2 hours. The mixture was then cooled and evaporated in vacuo to give an oil which crystallized on scratching to give a dark red solid. This was collected and washed with hexane/ether to give 58.8 g of 1-(2,5-dichlorophenyl)-3-(dimethylamino)-2-buten-1-one as a red solid. The reactants are C(C)OC(CCCOC1=C(C(=CC=C1)CCCCCCOC=1C=C(C=C(C1)S(=O)(=O)C)C1=CC=C(C=C1)S(=O)(=O)C)CCC(=O)OCC)=O (4-[3-[6-(5,4′-bis-methanesulfonyl-biphenyl-3-yloxy)-hexyl]-2-(2-ethoxycarbonyl-ethyl)-phenoxy]-butyric acid ethyl ester), [OH-].[Na+] (sodium hydroxide). Yields the product CS(=O)(=O)C=1C=C(C=C(C1)C1=CC=C(C=C1)S(=O)(=O)C)OCCCCCCC=1C(=C(OCCCC(=O)O)C=CC1)CCC(=O)O (4-[3-[6-(5,4′-bis-methanesulfonyl-biphenyl-3-yloxy)-hexyl]-2-(2-carboxy-ethyl)-phenoxy]-butyric acid). Yield: 58.9%. RXN SMILES: C([O:3][C:4](=[O:49])[CH2:5][CH2:6][CH2:7][O:8][C:9]1[CH:14]=[CH:13][CH:12]=[C:11]([CH2:15][CH2:16][CH2:17][CH2:18][CH2:19][CH2:20][O:21][C:22]2[CH:23]=[C:24]([C:32]3[CH:37]=[CH:36][C:35]([S:38]([CH3:41])(=[O:40])=[O:39])=[CH:34][CH:33]=3)[CH:25]=[C:26]([S:28]([CH3:31])(=[O:30])=[O:29])[CH:27]=2)[C:10]=1[CH2:42][CH2:43][C:44]([O:46]CC)=[O:45])C.[OH-].[Na+]>>[CH3:31][S:28]([C:26]1[CH:27]=[C:22]([O:21][CH2:20][CH2:19][CH2:18][CH2:17][CH2:16][CH2:15][C:11]2[C:10]([CH2:42][CH2:43][C:44]([OH:46])=[O:45])=[C:9]([CH:14]=[CH:13][CH:12]=2)[O:8][CH2:7][CH2:6][CH2:5][C:4]([OH:49])=[O:3])[CH:23]=[C:24]([C:32]2[CH:33]=[CH:34][C:35]([S:38]([CH3:41])(=[O:40])=[O:39])=[CH:36][CH:37]=2)[CH:25]=1)(=[O:30])=[O:29] |f:1.2|. Procedure details: A similar procedure as described in Example 40, step 8 was used, starting from 4-[3-[6-(5,4′-bis-methanesulfonyl-biphenyl-3-yloxy)-hexyl]-2-(2-ethoxycarbonyl-ethyl)-phenoxy]-butyric acid ethyl ester (67 mg, 0.09 mmol) and 1.0 N aqueous sodium hydroxide (0.9 mL) to afford 4-[3-[6-(5,4′-bis-methanesulfonyl-biphenyl-3-yloxy)-hexyl]-2-(2-carboxy-ethyl)-phenoxy]-butyric acid (35 mg, 57%) as an amorphous white solid: ES(+)-HRMS m/e calcd for C33H40O10S2 (M+Na)+ 683.1955, found 683.1954.